The task is: describe an organic reaction: reactants, conditions, products, and yield. This data is from the Open Reaction Database (ORD), a public repository of structured organic reaction records. The reactants are CCCCCCCCCCCCCCOC(=O)c1cc(C(=O)OCCCCCCCCCCCCCC)cc([N+](=O)[O-])c1, C1CCOC1, CCOC(C)=O. Yields the product CCCCCCCCCCCCCCOC(=O)c1cc(N)cc(C(=O)OCCCCCCCCCCCCCC)c1. Reaction SMILES: [CH2:1]([CH2:2][CH2:3][CH2:4][CH2:5][CH2:6][CH2:7][CH2:8][CH2:9][CH2:10][CH2:11][CH2:12][CH2:13][CH3:14])[O:15][C:16](=[O:17])[c:18]1[cH:19][c:20]([C:27](=[O:28])[O:29][CH2:30][CH2:31][CH2:32][CH2:33][CH2:34][CH2:35][CH2:36][CH2:37][CH2:38][CH2:39][CH2:40][CH2:41][CH2:42][CH3:43])[cH:21][c:22]([N+:24]([O-:25])=[O:26])[cH:23]1.[CH2:50]1[O:51][CH2:52][CH2:53][CH2:54]1.[CH3:44][CH2:45][O:46][C:47](=[O:48])[CH3:49]>>[CH2:1]([CH2:2][CH2:3][CH2:4][CH2:5][CH2:6][CH2:7][CH2:8][CH2:9][CH2:10][CH2:11][CH2:12][CH2:13][CH3:14])[O:15][C:16](=[O:17])[c:18]1[cH:19][c:20]([C:27](=[O:28])[O:29][CH2:30][CH2:31][CH2:32][CH2:33][CH2:34][CH2:35][CH2:36][CH2:37][CH2:38][CH2:39][CH2:40][CH2:41][CH2:42][CH3:43])[cH:21][c:22]([NH2:24])[cH:23]1. The reactants are CC(C)=O, COc1cc(CO)cc(OC)c1OC. Yields the product COc1cc(C=O)cc(OC)c1OC. RXN SMILES: [CH3:15][C:16](=[O:17])[CH3:18].[CH3:1][O:2][c:3]1[cH:4][c:5]([CH2:6][OH:7])[cH:8][c:9]([O:13][CH3:14])[c:10]1[O:11][CH3:12]>>[CH3:1][O:2][c:3]1[cH:4][c:5]([CH:6]=[O:7])[cH:8][c:9]([O:13][CH3:14])[c:10]1[O:11][CH3:12].